This data is from the Open Reaction Database (ORD), a public repository of structured organic reaction records. The task is: describe an organic reaction: reactants, conditions, products, and yield The reactants are ClCCCBr, CCOC(C)=O, CCCCCCC, CNc1c(SC(F)(F)F)c(C#N)nn1-c1c(Cl)cc(C(F)(F)F)cc1Cl, [H-], [Na+], C1CCOC1, O. Product: CN(CCCCl)c1c(SC(F)(F)F)c(C#N)nn1-c1c(Cl)cc(C(F)(F)F)cc1Cl. Reaction SMILES: [Br:1][CH2:2][CH2:3][CH2:4][Cl:5].[C:34]([O:35][CH2:36][CH3:37])(=[O:38])[CH3:39].[CH3:40][CH2:41][CH2:42][CH2:43][CH2:44][CH2:45][CH3:46].[Cl:6][c:7]1[c:8](-[n:18]2[n:19][c:20]([C:30]#[N:31])[c:21]([S:25][C:26]([F:27])([F:28])[F:29])[c:22]2[NH:23][CH3:24])[c:9]([Cl:17])[cH:10][c:11]([C:13]([F:14])([F:15])[F:16])[cH:12]1.[H-:32].[Na+:33].[O:47]1[CH2:48][CH2:49][CH2:50][CH2:51]1.[OH2:52]>>[CH2:2]([CH2:3][CH2:4][Cl:5])[N:23]([c:22]1[n:18](-[c:8]2[c:7]([Cl:6])[cH:12][c:11]([C:13]([F:14])([F:15])[F:16])[cH:10][c:9]2[Cl:17])[n:19][c:20]([C:30]#[N:31])[c:21]1[S:25][C:26]([F:27])([F:28])[F:29])[CH3:24]. The reactants are [Br-], CC(=O)[CH-]C(C)=O, C1CCOC1, C[Mg+], CN1CCCC1=O, CC(C)(C)OC(=O)Nc1cc(Cl)nc(Cl)c1. Product: Cc1cc(NC(=O)OC(C)(C)C)cc(Cl)n1. RXN SMILES: [Br-:24].[CH-:17]([C:18](=[O:19])[CH3:20])[C:21](=[O:22])[CH3:23].[CH2:27]1[O:28][CH2:29][CH2:30][CH2:31]1.[CH3:25][Mg+:26].[CH3:32][N:33]1[CH2:34][CH2:35][CH2:36][C:37]1=[O:38].[Cl:1][c:2]1[n:3][c:4]([Cl:16])[cH:5][c:6]([NH:8][C:9]([O:10][C:11]([CH3:12])([CH3:13])[CH3:14])=[O:15])[cH:7]1>>[c:2]1([CH3:17])[n:3][c:4]([Cl:16])[cH:5][c:6]([NH:8][C:9]([O:10][C:11]([CH3:12])([CH3:13])[CH3:14])=[O:15])[cH:7]1. Reactants: CN1C(C(=CC(=C1)[N+](=O)[O-])C)=O (1,3-dimethyl-5-nitropyridin-2(1H)-one). The reagents and catalysts are [Pd] (Pd/C). The solvent is CO (MeOH), C1CCOC1 (THF). Reaction conditions: time 1.5 hour. The product is NC=1C=C(C(N(C1)C)=O)C (5-Amino-1,3-dimethylpyridin-2(1H)-one). Yield: 89.7%. As a reaction SMILES: [CH3:1][N:2]1[CH:7]=[C:6]([N+:8]([O-])=O)[CH:5]=[C:4]([CH3:11])[C:3]1=[O:12]>CO.C1COCC1.[Pd]>[NH2:8][C:6]1[CH:5]=[C:4]([CH3:11])[C:3](=[O:12])[N:2]([CH3:1])[CH:7]=1. Reported procedure: A mixture of 1,3-dimethyl-5-nitropyridin-2(1H)-one (8.315 g, 49.4 mmol) and Pd/C 10% (1 g) in MeOH (100 mL) and THF (100 mL) was stirred under an atmospheric pressure of H2 at RT for 1.5 hr, filtered through celite, and concentrated. The residue was triturated in Et2O to afford the title compound (6.12 g, 90% yield) as a beige solid. 1H NMR (400 MHz, DMSO-d6) δ ppm 1.94 (s, 3 H) 3.31 (s, 3 H covered by water signal) 4.15 (br s, 2 H) 6.70 (s, 1 H) 6.95 (s, 1 H). Starting materials: C(C)(C)(C)[Si](C)(C)OCC1=C(C=CC(=C1)[N+](=O)[O-])N=C=S (tert-Butyl-(2-isothiocyanato-5-nitro-benzyloxy)-dimethyl-silane), FC=1C=C2CCC(C2=CC1)N (rac-5-fluoro-indan-1-ylamine). Product: FC=1C=C2CCC(C2=CC1)NC=1OCC2=C(N1)C=CC(=C2)[N+](=O)[O-] (rac-(5-Fluoro-indan-1-yl)-(6-nitro-4H-benzo[d][1,3]oxazin-2-yl)-amine). Yield: 75.6%. RXN SMILES: C([Si]([O:8][CH2:9][C:10]1[CH:15]=[C:14]([N+:16]([O-:18])=[O:17])[CH:13]=[CH:12][C:11]=1[N:19]=[C:20]=S)(C)C)(C)(C)C.[F:22][C:23]1[CH:24]=[C:25]2[C:29](=[CH:30][CH:31]=1)[CH:28]([NH2:32])[CH2:27][CH2:26]2>>[F:22][C:23]1[CH:24]=[C:25]2[C:29](=[CH:30][CH:31]=1)[CH:28]([NH:32][C:20]1[O:8][CH2:9][C:10]3[CH:15]=[C:14]([N+:16]([O-:18])=[O:17])[CH:13]=[CH:12][C:11]=3[N:19]=1)[CH2:27][CH2:26]2. Procedure details: Prepared from tert-butyl-(2-isothiocyanato-5-nitro-benzyloxy)-dimethyl-silane (Example C1) (1.22 g, 3.76 mmol; HPLC: 4.446 min) and rac-5-fluoro-indan-1-ylamine (CAS 148960-33-2) (568 mg, 3.76 mmol; HPLC 0.4 min) according to the procedure described for Example 1. Obtained the title compound as a yellow solid (0.93 g, 90%), MS (ISP) m/e=328.2 [(M+H)+].